Dataset: the Open Reaction Database (ORD), a public repository of structured organic reaction records. Task: describe an organic reaction: reactants, conditions, products, and yield Reactants: C(C)(C)(C)OC(=O)C1=NC=CC(=C1)OC1=CC2=C(N(C(=N2)NC2=CC(=CC=C2)C(C)(C)C)C)C=C1 (tert-butyl4-(2-{[3-(tert-butyl)phenyl]amino)-1-methylbenzimidazol-5-yloxy)pyridine-2-carboxylate), C(C)(C)(C)OC(=O)C1=NC=CC(=C1)OC1=CC(=C(C=C1)NC)N (tert-butyl4-[3-amino-4-(methylamino)phenoxy]pyridine-2-carboxylate), NC(=S)N (thiourea), IC (iodomethane), FC(C(=O)O)(F)F (trifluoroacetic acid). The solvent is CO (methanol), C(Cl)Cl (methylene chloride). Conditions: time 16 hour. Yields the product C(C)(C)(C)C=1C=C(C=CC1)NC1=NC2=C(N1C)C=CC(=C2)OC2(NC=CC=C2)C(=O)O (2-{[3-(tert-butyl)phenylamino)-1-methylbenzimidazol-5-yloxy)pyridine-2-carboxylic acid). As a reaction SMILES: C([O:5][C:6]([C:8]1[CH:13]=[C:12](OC2C=CC(NC)=C(N)C=2)[CH:11]=[CH:10][N:9]=1)=[O:7])(C)(C)C.NC(N)=S.IC.C(OC(C1C=C([O:43][C:44]2[CH:64]=[CH:63][C:47]3[N:48]([CH3:62])[C:49]([NH:51][C:52]4[CH:57]=[CH:56][CH:55]=[C:54]([C:58]([CH3:61])([CH3:60])[CH3:59])[CH:53]=4)=[N:50][C:46]=3[CH:45]=2)C=CN=1)=O)(C)(C)C.FC(F)(F)C(O)=O>CO.C(Cl)Cl>[C:58]([C:54]1[CH:53]=[C:52]([NH:51][C:49]2[N:48]([CH3:62])[C:47]3[CH:63]=[CH:64][C:44]([O:43][C:8]4([C:6]([OH:7])=[O:5])[CH:13]=[CH:12][CH:11]=[CH:10][NH:9]4)=[CH:45][C:46]=3[N:50]=2)[CH:57]=[CH:56][CH:55]=1)([CH3:60])([CH3:59])[CH3:61]. Procedure: To tert-butyl4-[3-amino-4-(methylamino)phenoxy]pyridine-2-carboxylate (1 eq) in methanol was added 3-(tert-butyl)benzeneisothiocyanate (1 eq) and stir at ambient temperature for 16 h. Formation of the corresponding thiourea was followed by LC/MS. To it was then added iodomethane (1 eq) and heated to 60° C. for 2 h. Formation of tert-butyl4-(2-{[3-(tert-butyl)phenyl]amino)-1-methylbenzimidazol-5-yloxy)pyridine-2-carboxylate was followed by LC/MS. To it in methylene chloride was added trifluoroace... Starting materials: [BH4-], C1CCOC1, COc1cc(C=C2C(C)=C(CC(=O)Cl)c3cc(F)ccc32)cc(OC)c1OC, [Li+]. Yields the product COc1cc(C=C2C(C)=C(CCO)c3cc(F)ccc32)cc(OC)c1OC. As a reaction SMILES: [BH4-:1].[CH2:31]1[O:32][CH2:33][CH2:34][CH2:35]1.[F:3][c:4]1[cH:5][c:6]2[c:10]([cH:11][cH:12]1)[C:9](=[CH:13][c:14]1[cH:15][c:16]([O:24][CH3:25])[c:17]([O:22][CH3:23])[c:18]([O:20][CH3:21])[cH:19]1)[C:8]([CH3:26])=[C:7]2[CH2:27][C:28](=[O:29])[Cl:30].[Li+:2]>>[F:3][c:4]1[cH:5][c:6]2[c:10]([cH:11][cH:12]1)[C:9](=[CH:13][c:14]1[cH:15][c:16]([O:24][CH3:25])[c:17]([O:22][CH3:23])[c:18]([O:20][CH3:21])[cH:19]1)[C:8]([CH3:26])=[C:7]2[CH2:27][CH2:28][OH:29]. Reactants: CC(C)(C)[Si](C)(C)Cl, CCc1ccc(F)c(O)c1, CCOCC, CN(C)C=O, O, c1c[nH]cn1. Yields the product CCc1ccc(F)c(O[Si](C)(C)C(C)(C)C)c1. As a reaction SMILES: [C:16]([CH3:17])([CH3:18])([CH3:19])[Si:20]([Cl:21])([CH3:22])[CH3:23].[CH2:1]([CH3:2])[c:3]1[cH:4][cH:5][c:6]([F:10])[c:7]([OH:9])[cH:8]1.[CH3:24][CH2:25][O:26][CH2:27][CH3:28].[O:29]=[CH:30][N:31]([CH3:32])[CH3:33].[OH2:34].[nH:11]1[cH:12][cH:13][n:14][cH:15]1>>[CH2:1]([CH3:2])[c:3]1[cH:4][cH:5][c:6]([F:10])[c:7]([O:9][Si:20]([C:16]([CH3:17])([CH3:18])[CH3:19])([CH3:22])[CH3:23])[cH:8]1. Starting materials: N(=[N+]=[N-])[Si](C)(C)C (azidotrimethylsilane), NC=1C=C(C=CC1)C#C (3-amino-phenylacetylene). Reaction conditions: temperature 150 celsius. The product is N=1NN=C(C1)C=1C=C(C=CC1)N (3-(2H-[1,2,3]Triazol-4-yl)phenylamine). Reaction SMILES: [N:1]([Si](C)(C)C)=[N+:2]=[N-:3].[NH2:8][C:9]1[CH:10]=[C:11]([C:15]#[CH:16])[CH:12]=[CH:13][CH:14]=1>>[N:1]1[NH:2][N:3]=[C:15]([C:11]2[CH:10]=[C:9]([NH2:8])[CH:14]=[CH:13][CH:12]=2)[CH:16]=1. Procedure details: The mixture of azidotrimethylsilane (137 μL, 1.03 mmol) and 3-amino-phenylacetylene (117 mg, 1.00 mmol) was heated in a sealed tube at 150° C. for 16 h. After that time, the mixture was cooled down and triturated by EtOAc/hexane (50%, 10 mL). The mother liquor was purified by TLC eluting with 7% MeOH/CH2Cl2. to give the title compound as brown oil. 1H NMR (CD3OD, 400 MHz): δ=6.61-6.64 (m, 1H), 7.01-7.09 (m, 3H), 7.94 (s, 1H). MS (ES+): m/z 161.20 (38) [MH+]. HPLC: tR=1.54 min (ZQ2000, polar—5 mi...